Dataset: the Open Reaction Database (ORD), a public repository of structured organic reaction records. Task: describe an organic reaction: reactants, conditions, products, and yield Reactants: CN1CCOCC1, CC(C)=O, COc1ccc(Cl)cc1S(=O)(=O)N1CCc2ccc(C(=O)O)cc21, Clc1nc(Cl)nc(Cl)n1, Nc1ccc(Cl)cc1. Product: COc1ccc(Cl)cc1S(=O)(=O)N1CCc2ccc(C(=O)Nc3ccc(Cl)cc3)cc21. Reaction SMILES: [CH3:25][N:26]1[CH2:27][CH2:28][O:29][CH2:30][CH2:31]1.[CH3:49][C:50](=[O:51])[CH3:52].[Cl:1][c:2]1[cH:3][cH:4][c:5]([O:23][CH3:24])[c:6]([S:8](=[O:9])(=[O:10])[N:11]2[CH2:12][CH2:13][c:14]3[cH:15][cH:16][c:17]([C:20](=[O:21])[OH:22])[cH:18][c:19]32)[cH:7]1.[Cl:32][c:33]1[n:34][c:35]([Cl:36])[n:37][c:38]([Cl:39])[n:40]1.[Cl:41][c:42]1[cH:43][cH:44][c:45]([NH2:48])[cH:46][cH:47]1>>[Cl:1][c:2]1[cH:3][cH:4][c:5]([O:23][CH3:24])[c:6]([S:8](=[O:9])(=[O:10])[N:11]2[CH2:12][CH2:13][c:14]3[cH:15][cH:16][c:17]([C:20](=[O:21])[NH:48][c:45]4[cH:44][cH:43][c:42]([Cl:41])[cH:47][cH:46]4)[cH:18][c:19]32)[cH:7]1. Reactants: C=C1CCC=2C(=CC=CC12)O (1-methylene-indan-4-ol), [H][H] (hydrogen). Reagents/catalysts: [Pd] (Pd/C). The solvent is CO (methanol), CCOC(=O)C (EtOAc). Yields the product CC1CCC=2C(=CC=CC12)O (1-methyl-indan-4-ol). The yield is 93579.3%. As a reaction SMILES: [CH2:1]=[C:2]1[C:10]2[CH:9]=[CH:8][CH:7]=[C:6]([OH:11])[C:5]=2[CH2:4][CH2:3]1.[H][H]>CO.CCOC(C)=O.[Pd]>[CH3:1][CH:2]1[C:10]2[CH:9]=[CH:8][CH:7]=[C:6]([OH:11])[C:5]=2[CH2:4][CH2:3]1. Procedure details: A mixture of 1-methylene-indan-4-ol (200 mg, 1.37 mmol) and 10% Pd/C (60 mg, 10% weight) in methanol (6 ml) was hydrogenated under 50 psi hydrogen atmosphere for 1 hour. The mixture was dissolved in EtOAc, filtered through a celite pad. The filtrate was concentrated under reduced pressure, and dried to give 1-methyl-indan-4-ol (190 g, 94%) The reactants are C(C)O (Ethanol), C(C1=CC=CC=C1)N(C)C(CCO)(C)C (3-(N-benzyl-N-methylamino)-3-methyl-butan-1-ol), S(=O)(Cl)Cl (thionyl chloride). Run in C(Cl)(Cl)Cl (chloroform), C(Cl)(Cl)Cl (chloroform). Conditions: time 18 hour. Yields the product Cl.C(C1=CC=CC=C1)N(C)C(C)(CCCl)C (2-(N-benzyl-N-methylamino)-4-chloro-2-methylbutane hydrochloride). As a reaction SMILES: [CH2:1]([N:8]([C:10]([CH3:15])([CH3:14])[CH2:11][CH2:12]O)[CH3:9])[C:2]1[CH:7]=[CH:6][CH:5]=[CH:4][CH:3]=1.S(Cl)([Cl:18])=O.C(O)C>C(Cl)(Cl)Cl>[ClH:18].[CH2:1]([N:8]([C:10]([CH3:15])([CH2:11][CH2:12][Cl:18])[CH3:14])[CH3:9])[C:2]1[CH:7]=[CH:6][CH:5]=[CH:4][CH:3]=1 |f:4.5|. Procedure: A solution of 3-(N-benzyl-N-methylamino)-3-methyl-butan-1-ol (6.9 g--Preparation 7), in chloroform (20 ml) was added dropwise over 30 minutes to a solution of thionyl chloride (4.9 ml) in chloroform (20 ml) at 0°. When the addition was complete, the mixture was stirred at room temperature for 18 hours. Ethanol (5 ml) was added and the mixture concentrated in vacuo to give an oil which was crystallized from ethyl acetate to give the title compound as a colourless powder, yield, 2.62 g, m.p. 164°-... Reactants: COC(C(C1=CC=C(C=C1)OCCOC1=CC2=CC=CC=C2C=C1OCCOC1=CC=CC=C1)=O)=O (alpha-oxo-4-[[2-[3-(2-phenoxyethoxy)-2-naphthalenyloxy]ethyl]oxy]benzeneacetic acid methyl ester), [OH-].[Na+] (sodium hydroxide). Solvent: O (water), CO (methanol), O1CCCC1 (tetrahydrofuran). The product is O=C(C(=O)O)C1=CC=C(C=C1)OCCOC1=CC2=CC=CC=C2C=C1OCCOC1=CC=CC=C1 (alpha-oxo-4-[[2-[3-(2-phenoxyethoxy)-2-naphthalenyloxy]ethyl]oxy]benzeneacetic acid). Isolated yield 92.7%. Reaction SMILES: C[O:2][C:3](=[O:36])[C:4](=[O:35])[C:5]1[CH:10]=[CH:9][C:8]([O:11][CH2:12][CH2:13][O:14][C:15]2[C:24]([O:25][CH2:26][CH2:27][O:28][C:29]3[CH:34]=[CH:33][CH:32]=[CH:31][CH:30]=3)=[CH:23][C:22]3[C:17](=[CH:18][CH:19]=[CH:20][CH:21]=3)[CH:16]=2)=[CH:7][CH:6]=1.[OH-].[Na+]>CO.O1CCCC1.O>[O:35]=[C:4]([C:5]1[CH:10]=[CH:9][C:8]([O:11][CH2:12][CH2:13][O:14][C:15]2[C:24]([O:25][CH2:26][CH2:27][O:28][C:29]3[CH:30]=[CH:31][CH:32]=[CH:33][CH:34]=3)=[CH:23][C:22]3[C:17](=[CH:18][CH:19]=[CH:20][CH:21]=3)[CH:16]=2)=[CH:7][CH:6]=1)[C:3]([OH:36])=[O:2] |f:1.2|. Procedure details: A mixture of alpha-oxo-4-[[2-[3-(2-phenoxyethoxy)-2-naphthalenyloxy]ethyl]oxy]benzeneacetic acid methyl ester (0.50 g) in hot methanol (10 mL) plus enough tetrahydrofuran to dissolve the solids, was treated with 1N sodium hydroxide (2 mL) and diluted with water. The organic solvent was removed under vacuum and the residue was mixed with water, acidified with excess 2N hydrochloric acid, and extracted with dichloromethane. The organic layer was dried (Na2SO4), filtered, and evaporated to give cru... The reactants are CC1=C(C=C2OCCN3C=C(N=C3C2=C1)C1=NC=NN1C(C)C)C(C)=O (1-{13-methyl-4-[1-(propan-2-yl)-1H-1,2,4-triazol-5-yl]-9-oxa-3,6-diazatricyclo[8.4.0.02,6]tetradeca1(14),2,4,10,12-pentaen-12-yl}ethan-1-one), CN(C)C(OC)OC (DMF-DMA). Run in xylenes. Conditions: temperature 130 celsius, time 48 hour. Yields the product CN(/C=C/C(=O)C=1C=C2OCCN3C=C(N=C3C2=CC1C)C1=NC=NN1C(C)C)C ((2E)-3-(dimethylamino)-1-{13-methyl-4-[1-(propan-2-yl)-1H-1,2,4-triazol-5-yl]-9-oxa-3,6-diazatricyclo[8.4.0.02,6]tetradeca-1(14),2,4,10,12-pentaen-12-yl}prop-2-en-1-one). Isolated yield 82.0%. As a reaction SMILES: [CH3:1][C:2]1[CH:15]=[C:14]2[C:5]([O:6][CH2:7][CH2:8][N:9]3[C:13]2=[N:12][C:11]([C:16]2[N:20]([CH:21]([CH3:23])[CH3:22])[N:19]=[CH:18][N:17]=2)=[CH:10]3)=[CH:4][C:3]=1[C:24](=[O:26])[CH3:25].[CH3:27][N:28]([CH:30](OC)OC)[CH3:29]>>[CH3:27][N:28]([CH3:30])/[CH:29]=[CH:25]/[C:24]([C:3]1[CH:4]=[C:5]2[C:14](=[CH:15][C:2]=1[CH3:1])[C:13]1[N:9]([CH:10]=[C:11]([C:16]3[N:20]([CH:21]([CH3:23])[CH3:22])[N:19]=[CH:18][N:17]=3)[N:12]=1)[CH2:8][CH2:7][O:6]2)=[O:26]. Procedure: A mixture of 1-{13-methyl-4-[1-(propan-2-yl)-1H-1,2,4-triazol-5-yl]-9-oxa-3,6-diazatricyclo[8.4.0.02,6]tetradeca1(14),2,4,10,12-pentaen-12-yl}ethan-1-one (250 mg, 0.720 mmol) and DMF-DMA (170 mg, 1.44 mmol) in xylenes (10 mL) was stirred at 130° C. for 48 h under nitrogen atmosphere. After concentration, the residue was purified by reverse phase combiflash eluting with a 0-40% gradient of CH3CN in 0.3% NH4HCO3 to afford (2E)-3-(dimethylamino)-1-{13-methyl-4-[1-(propan-2-yl)-1H-1,2,4-triazol-5-yl... The reactants are ClC1=CC=C(C=C1)CC(CO)CO (2-[(4-chlorophenyl)methyl]propane-1,3-diol), COC(CNC(C)=O)OC (N-(2,2-dimethoxyethyl)acetamide), C1(=CC=C(C=C1)S(=O)(=O)O)C (paratoluenesulphonic acid), Cl (hydrogen chloride). Run in C(C)OCC (diethyl ether), C(C)OCC (diethyl ether). Conditions: temperature 75 celsius. Yields the product ClC1=CC=C(C=C1)CC1COC(OC1)CNC(C)=O (N-[5-(4-Chlorophenyl)methyl-1,3-dioxan-2-yl]methylacetamide). Isolated yield 30.0%. Reaction SMILES: [Cl:1][C:2]1[CH:7]=[CH:6][C:5]([CH2:8][CH:9]([CH2:12][OH:13])[CH2:10][OH:11])=[CH:4][CH:3]=1.CO[CH:16](OC)[CH2:17][NH:18][C:19](=[O:21])[CH3:20].C1(C)C=CC(S(O)(=O)=O)=CC=1.Cl>C(OCC)C>[Cl:1][C:2]1[CH:3]=[CH:4][C:5]([CH2:8][CH:9]2[CH2:12][O:13][CH:16]([CH2:17][NH:18][C:19](=[O:21])[CH3:20])[O:11][CH2:10]2)=[CH:6][CH:7]=1. Procedure details: 4 g (20 mmol) of 2-[(4-chlorophenyl)methyl]propane-1,3-diol, 2.94 g (20 mmol) of N-(2,2-dimethoxyethyl)acetamide, 0.3 g of paratoluenesulphonic acid and 4 ml of diethyl ether saturated with hydrogen chloride are added to 150 ml of diethyl ether. The mixture is evaporated in vacuo, then 150 ml of benzene are added twice to the residue, it is heated to 70-80° C. under a slight vacuum and the solvent is evaporated. The residue is cooled, 150 ml of dichloromethane are added, and the solution is wash...